Dataset: the Open Reaction Database (ORD), a public repository of structured organic reaction records. Task: describe an organic reaction: reactants, conditions, products, and yield Starting materials: CC1=CC=CC(=C1NC(=S)N)N1CCCCC1 (1-(6-methyl-2-piperidinophenyl)thiourea), CI (methyl iodide). Solvent: CO (methanol). Product: I.CSC(NC1=C(C=CC=C1C)N1CCCCC1)=N (2-methyl-1-(6-methyl-2-piperidinophenyl)-2-thiopseudourea hydroiodide). RXN SMILES: [CH3:1][C:2]1[C:7]([NH:8][C:9]([NH2:11])=[S:10])=[C:6]([N:12]2[CH2:17][CH2:16][CH2:15][CH2:14][CH2:13]2)[CH:5]=[CH:4][CH:3]=1.[CH3:18][I:19]>CO>[IH:19].[CH3:18][S:10][C:9](=[NH:11])[NH:8][C:7]1[C:2]([CH3:1])=[CH:3][CH:4]=[CH:5][C:6]=1[N:12]1[CH2:17][CH2:16][CH2:15][CH2:14][CH2:13]1 |f:3.4|. Procedure details: A mixture of 1-(6-methyl-2-piperidinophenyl)thiourea (7 g) and methyl iodide (4.38 g) in dry methanol (100 ml) was heated under reflux for 3 hours to give 2-methyl-1-(6-methyl-2-piperidinophenyl)-2-thiopseudourea hydroiodide as a pale yellow solid, (m.p. 204°-205° C.).